describe an organic reaction: reactants, conditions, products, and yield From a dataset of the Open Reaction Database (ORD), a public repository of structured organic reaction records. Reaction SMILES: [CH3:1][C@H:2]1[CH2:6][CH2:5][CH2:4][N:3]1[C:7]1[C:8]([C:21]2[CH:25]=[CH:24][N:23]([Si](C(C)C)(C(C)C)C(C)C)[CH:22]=2)=[N:9][C:10]2[C:15]([N:16]=1)=[CH:14][C:13]([C:17]([O:19][CH3:20])=[O:18])=[CH:12][CH:11]=2.[F-].C([N+](CCCC)(CCCC)CCCC)CCC>O1CCCC1>[CH3:1][C@H:2]1[CH2:6][CH2:5][CH2:4][N:3]1[C:7]1[C:8]([C:21]2[CH:25]=[CH:24][NH:23][CH:22]=2)=[N:9][C:10]2[C:15]([N:16]=1)=[CH:14][C:13]([C:17]([O:19][CH3:20])=[O:18])=[CH:12][CH:11]=2 |f:1.2|. The reactants are C[C@@H]1N(CCC1)C=1C(=NC2=CC=C(C=C2N1)C(=O)OC)C1=CN(C=C1)[Si](C(C)C)(C(C)C)C(C)C (methyl 3-[(2S)-2-methylpyrrolidin-1-yl]-2-[1-[tris(propan-2-yl)silyl]-1H-pyrrol-3-yl]quinoxaline-6-carboxylate), [F-].C(CCC)[N+](CCCC)(CCCC)CCCC (Tetra-n-butylammonium fluoride). Product: C[C@@H]1N(CCC1)C=1C(=NC2=CC=C(C=C2N1)C(=O)OC)C1=CNC=C1 (methyl 3-[(2S)-2-methylpyrrolidin-1-yl]-2-(1H-pyrrol-3-yl)quinoxaline-6-carboxylate). Reaction conditions: time 10 minute. The yield is 99.1%. The solvent is O1CCCC1 (tetrahydrofuran). Reported procedure: To a solution of methyl 3-[(2S)-2-methylpyrrolidin-1-yl]-2-[1-[tris(propan-2-yl)silyl]-1H-pyrrol-3-yl]quinoxaline-6-carboxylate (150 mg, 0.30 mmol) in tetrahydrofuran (30 ml) was added Tetra-n-butylammonium fluoride (TBAF) (80 mg, 0.31 mmol) with stirring for 10 min at room temperature. The reaction was then quenched with water (10 ml). The resulting solution was extracted with dichloromethane (3×10 ml) and the organic layers combined and dried over anhydrous magnesium sulfate, concentrated unde...